This data is from the Open Reaction Database (ORD), a public repository of structured organic reaction records. The task is: describe an organic reaction: reactants, conditions, products, and yield Procedure: A stirred solution of crude 1-(3-trifluoromethoxyphenyl)-3-methanesulfonyloxy-2-pyrrolidinone (4.00 g) in DMF (15 ml) was treated with sodium azide (0.76 g) and the mixture stirred for 16 hours. The mixture was poured into water and extracted with diethyl ether (x2). The combined ether extracts were washed with water (x3) and brine, then dried (MgSO4). Evaporation of the solvent under reduced pressure gave the crude sub-title compound (3.50 g), which was used without further purification. RXN SMILES: [F:1][C:2]([F:22])([F:21])[O:3][C:4]1[CH:5]=[C:6]([N:10]2[CH2:14][CH2:13][CH:12](OS(C)(=O)=O)[C:11]2=[O:20])[CH:7]=[CH:8][CH:9]=1.[N-:23]=[N+:24]=[N-:25].[Na+].O>CN(C=O)C>[N:23]([CH:12]1[CH2:13][CH2:14][N:10]([C:6]2[CH:7]=[CH:8][CH:9]=[C:4]([O:3][C:2]([F:22])([F:21])[F:1])[CH:5]=2)[C:11]1=[O:20])=[N+:24]=[N-:25] |f:1.2|. Reactants: FC(OC=1C=C(C=CC1)N1C(C(CC1)OS(=O)(=O)C)=O)(F)F (1-(3-trifluoromethoxyphenyl)-3-methanesulfonyloxy-2-pyrrolidinone), [N-]=[N+]=[N-].[Na+] (sodium azide), O (water). The yield is 104.6%. Run at time 16 hour. Solvent: CN(C)C=O (DMF). Yields the product N(=[N+]=[N-])C1C(N(CC1)C1=CC(=CC=C1)OC(F)(F)F)=O (3-Azido-1-(3-trifluoromethoxyphenyl)-2-pyrrolidinone). Starting materials: N1C(=NCC1)C1=NN(C2=NC=CC=C21)C2C(N(CC2)C=2C=NN(C2C(C)C)C2=CC=C(C=C2)F)=O (3-[3-(4,5-dihydro-1H-imidazol-2-yl)pyrazolo[3,4-b]pyridin-1-yl]-1-[1-(4-fluorophenyl)-5-isopropylpyrazol-4-yl]pyrrolidin-2-one), CC(=O)OI1(C=2C=CC=CC2C(=O)O1)(OC(=O)C)OC(=O)C (Dess-Martin periodinane). Solvent: CS(=O)C (DMSO). Conditions: temperature 80 celsius, time 1 hour. Yields the product FC1=CC=C(C=C1)N1N=CC(=C1C(C)C)N1C(C(CC1)N1N=C(C=2C1=NC=CC2)C=2NC=CN2)=O (1-[1-(4-fluorophenyl)-5-isopropylpyrazol-4-yl]-3-[3-(1H-imidazol-2-yl)pyrazolo[3,4-b]pyridin-1-yl]pyrrolidin-2-one). The yield is 82.7%. Reaction SMILES: [NH:1]1[CH2:5][CH2:4][N:3]=[C:2]1[C:6]1[C:14]2[C:9](=[N:10][CH:11]=[CH:12][CH:13]=2)[N:8]([CH:15]2[CH2:19][CH2:18][N:17]([C:20]3[CH:21]=[N:22][N:23]([C:28]4[CH:33]=[CH:32][C:31]([F:34])=[CH:30][CH:29]=4)[C:24]=3[CH:25]([CH3:27])[CH3:26])[C:16]2=[O:35])[N:7]=1.CC(OI1(OC(C)=O)(OC(C)=O)OC(=O)C2C=CC=CC1=2)=O>CS(C)=O>[F:34][C:31]1[CH:32]=[CH:33][C:28]([N:23]2[C:24]([CH:25]([CH3:27])[CH3:26])=[C:20]([N:17]3[CH2:18][CH2:19][CH:15]([N:8]4[C:9]5=[N:10][CH:11]=[CH:12][CH:13]=[C:14]5[C:6]([C:2]5[NH:3][CH:4]=[CH:5][N:1]=5)=[N:7]4)[C:16]3=[O:35])[CH:21]=[N:22]2)=[CH:29][CH:30]=1. Procedure details: A mixture of 3-[3-(4,5-dihydro-1H-imidazol-2-yl)pyrazolo[3,4-b]pyridin-1-yl]-1-[1-(4-fluorophenyl)-5-isopropylpyrazol-4-yl]pyrrolidin-2-one (0.085 g, 0.18 mmol) and Dess-Martin periodinane (0.153 g, 0.36 mmol) in DMSO (2.5 mL) was stirred at 80° C. for 1 hr. It was then cooled to room temperature, quenched with sat. aq. NaHCO3 (50 mL), and extracted with EtOAc (50 mL). The organic layer was separated, dried over anhydrous sodium sulfate, concentrated in vacuo and purified by flash chromatography... Starting materials: CCN=C=NCCCN(C)C (WSC), N(=[N+]=[N-])C1=CC=C(C(=O)O)C=C1 (4-Azidobenzoic acid), C=1C=CC2=C(C1)N=NN2O (HOBt), NCCN1CCOCC1 (N-(2-aminoethyl)morpholine). Solvent: CN(C)C=O (DMF), C(C)#N (acetonitrile). Reaction conditions: time 2 hour. The product is N(=[N+]=[N-])C1=CC=C(C(=O)NCCN2CCOCC2)C=C1 (4-azido-N-(2-morpholin-4-ylethyl)benzamide). As a reaction SMILES: [N:1]([C:4]1[CH:12]=[CH:11][C:7]([C:8]([OH:10])=O)=[CH:6][CH:5]=1)=[N+:2]=[N-:3].C1C=CC2N(O)N=NC=2C=1.[NH2:23][CH2:24][CH2:25][N:26]1[CH2:31][CH2:30][O:29][CH2:28][CH2:27]1.CCN=C=NCCCN(C)C>C(#N)C.CN(C=O)C>[N:1]([C:4]1[CH:5]=[CH:6][C:7]([C:8]([NH:23][CH2:24][CH2:25][N:26]2[CH2:31][CH2:30][O:29][CH2:28][CH2:27]2)=[O:10])=[CH:11][CH:12]=1)=[N+:2]=[N-:3]. Reported procedure: 4-Azidobenzoic acid (846 mg, 5.08 mmol), HOBt (416 mg, 3.05 mmol, 0.6 eq.) and N-(2-aminoethyl)morpholine (0.716 ml, 5.34 mmol, 1.05 eq.) were dissolved in acetonitrile (9 ml) and DMF (3 ml), WSC (1.19 g, 6.10 mmol, 1.2 eq.) was added, and the mixture was stirred at room temperature for 2 hr. The reaction mixture was concentrated, dissolved in ethyl acetate (40 ml), and washed with 5% aqueous sodium carbonate solution and saturated brine. The aqueous layers were each extracted with ethyl acetate... Starting materials: COC(=O)c1sc(-c2cccc(N)c2)c(Br)c1OCC(=O)OC(C)(C)C, CCN(C(C)C)C(C)C, ClCCl, O=S(=O)(Cl)CC(F)(F)F. The product is COC(=O)c1sc(-c2cccc(NS(=O)(=O)CC(F)(F)F)c2)c(Br)c1OCC(=O)OC(C)(C)C. Reaction SMILES: [CH3:1][O:2][C:3](=[O:4])[c:5]1[s:6][c:7](-[c:20]2[cH:21][c:22]([NH2:26])[cH:23][cH:24][cH:25]2)[c:8]([Br:19])[c:9]1[O:10][CH2:11][C:12](=[O:13])[O:14][C:15]([CH3:16])([CH3:17])[CH3:18].[CH:27]([N:28]([CH:29]([CH3:30])[CH3:31])[CH2:32][CH3:33])([CH3:34])[CH3:35].[Cl:45][CH2:46][Cl:47].[F:36][C:37]([CH2:38][S:39](=[O:40])(=[O:41])[Cl:42])([F:43])[F:44]>>[CH3:1][O:2][C:3](=[O:4])[c:5]1[s:6][c:7](-[c:20]2[cH:21][c:22]([NH:26][S:39]([CH2:38][C:37]([F:36])([F:43])[F:44])(=[O:40])=[O:41])[cH:23][cH:24][cH:25]2)[c:8]([Br:19])[c:9]1[O:10][CH2:11][C:12](=[O:13])[O:14][C:15]([CH3:16])([CH3:17])[CH3:18]. Product: CCOC(=O)c1cnc2c(c1O)C(N)CCC2. Reaction SMILES: [CH2:1]([CH3:2])[O:3][C:4](=[O:5])[c:6]1[cH:7][n:8][c:9]2[c:14]([c:15]1[OH:16])[C:13](=[N:17][OH:18])[CH2:12][CH2:11][CH2:10]2.[CH3:19][C:20](=[O:21])[OH:22].[Zn:23]>>[CH2:1]([CH3:2])[O:3][C:4](=[O:5])[c:6]1[cH:7][n:8][c:9]2[c:14]([c:15]1[OH:16])[CH:13]([NH2:17])[CH2:12][CH2:11][CH2:10]2. Starting materials: CCOC(=O)c1cnc2c(c1O)C(=NO)CCC2, CC(=O)O, [Zn]. Starting materials: C(#N)C1=C(N(C2=NC(=CC(=C21)C)C)[C@H]2CCCC1=CC=CC=C21)/C=C/C(=O)O ((2E)-3-{3-cyano-4,6-dimethyl-1-[(1S)-1,2,3,4-tetrahydronaphthalen-1-yl]-1H-pyrrolo[2,3-b]pyridin-2-yl}prop-2-enoic acid), C(C(=O)Cl)(=O)Cl (oxalylchloride), NC1=CC=C(C(=O)OCC)C=C1 (ethyl 4-aminobenzoate), N1=CC=CC=C1 (pyridine). The solvent is C1CCOC1 (THF), CN(C)C=O (DMF), O (water), C1CCOC1 (THF). Conditions: time 1 hour. The product is C(#N)C1=C(N(C2=NC(=CC(=C21)C)C)[C@H]2CCCC1=CC=CC=C21)/C=C/C(=O)NC2=CC=C(C(=O)OCC)C=C2 (Ethyl 4-[((2E)-3-{3-cyano-4,6-dimethyl-1-[(1S)-1,2,3,4-tetrahydronaphthalen-1-yl]-1H-pyrrolo[2,3-b]pyridin-2-yl}prop-2-enoyl)amino]benzoate). Reaction SMILES: [C:1]([C:3]1[C:11]2[C:6](=[N:7][C:8]([CH3:13])=[CH:9][C:10]=2[CH3:12])[N:5]([C@@H:14]2[C:23]3[C:18](=[CH:19][CH:20]=[CH:21][CH:22]=3)[CH2:17][CH2:16][CH2:15]2)[C:4]=1/[CH:24]=[CH:25]/[C:26](O)=[O:27])#[N:2].C(Cl)(=O)C(Cl)=O.[NH2:35][C:36]1[CH:46]=[CH:45][C:39]([C:40]([O:42][CH2:43][CH3:44])=[O:41])=[CH:38][CH:37]=1.N1C=CC=CC=1>C1COCC1.O.CN(C=O)C>[C:1]([C:3]1[C:11]2[C:6](=[N:7][C:8]([CH3:13])=[CH:9][C:10]=2[CH3:12])[N:5]([C@@H:14]2[C:23]3[C:18](=[CH:19][CH:20]=[CH:21][CH:22]=3)[CH2:17][CH2:16][CH2:15]2)[C:4]=1/[CH:24]=[CH:25]/[C:26]([NH:35][C:36]1[CH:37]=[CH:38][C:39]([C:40]([O:42][CH2:43][CH3:44])=[O:41])=[CH:45][CH:46]=1)=[O:27])#[N:2]. Reported procedure: To a solution of (2E)-3-{3-cyano-4,6-dimethyl-1-[(1S)-1,2,3,4-tetrahydronaphthalen-1-yl]-1H-pyrrolo[2,3-b]pyridin-2-yl}prop-2-enoic acid (300 mg, 0.808 mmol) in THF (3 ml) were added DMF (0.03 ml) and oxalylchloride (0.0846 ml, 0.970 mmol), the mixture was stirred at room temperature for 1 hour and the solvent was distilled off under reduced pressure. The residue was added under ice-cooling to a solution of ethyl 4-aminobenzoate (160 mg, 0.968 mmol), pyridine (0.262 ml, 3.24 mmol) and THF (3 ml)...